The task is: describe an organic reaction: reactants, conditions, products, and yield. This data is from the Open Reaction Database (ORD), a public repository of structured organic reaction records. The reactants are ClC1=C(C=CC=C1)S(=O)(=O)[N@@]1C(C1)C(=O)N1CCN(CC1)C1=NC=CC=C1C(F)(F)F ([(S)-1-(2-chloro-benzenesulfonyl)-aziridin-2-yl]-[4-(3-trifluoromethyl-pyridin-2-yl)-piperazin-1-yl]-methanone), [I-].[Na+] (sodium iodide), O1CCC(CC1)N=C=O (tetrahydropyran-4-yl-isocyanate). Product: ClC1=C(C=CC=C1)S(=O)(=O)N1C(N([C@@H](C1)C(=O)N1CCN(CC1)C1=NC=CC=C1C(F)(F)F)C1CCOCC1)=O ((S)-1-(2-Chloro-benzenesulfonyl)-3-(tetrahydro-pyran-4-yl)-4-[4-(3-trifluoromethyl-pyridin-2-yl)-piperazine-1-carbonyl]-imidazolidin-2-one). Procedure: In analogy to example 2, [(S)-1-(2-chloro-benzenesulfonyl)-aziridin-2-yl]-[4-(3-trifluoromethyl-pyridin-2-yl)-piperazin-1-yl]-methanone (example 72, step 3) was reacted with sodium iodide and tetrahydropyran-4-yl-isocyanate to give the title compound as a light yellow solid. MS: 601.9 ([M+H]+) RXN SMILES: [Cl:1][C:2]1[CH:7]=[CH:6][CH:5]=[CH:4][C:3]=1[S:8]([N@:11]1[CH2:13][CH:12]1[C:14]([N:16]1[CH2:21][CH2:20][N:19]([C:22]2[C:27]([C:28]([F:31])([F:30])[F:29])=[CH:26][CH:25]=[CH:24][N:23]=2)[CH2:18][CH2:17]1)=[O:15])(=[O:10])=[O:9].[I-].[Na+].[O:34]1[CH2:39][CH2:38][CH:37]([N:40]=[C:41]=[O:42])[CH2:36][CH2:35]1>>[Cl:1][C:2]1[CH:7]=[CH:6][CH:5]=[CH:4][C:3]=1[S:8]([N:11]1[CH2:13][C@@H:12]([C:14]([N:16]2[CH2:21][CH2:20][N:19]([C:22]3[C:27]([C:28]([F:30])([F:29])[F:31])=[CH:26][CH:25]=[CH:24][N:23]=3)[CH2:18][CH2:17]2)=[O:15])[N:40]([CH:37]2[CH2:38][CH2:39][O:34][CH2:35][CH2:36]2)[C:41]1=[O:42])(=[O:10])=[O:9] |f:1.2|. The reactants are S1C(=CC=C1)C1CC(CC(C1)=O)=O (5-thienylcyclohexane-1,3-dione), NCC(C)O (3-aminopropan-2-ol), 4A. Solvent: O1CCCC1 (tetrahydrofuran). Conditions: temperature 150 celsius, time 7 hour. Product: CC1=CNC=2CC(CC(C12)=O)C=1SC=CC1 (3-methyl-6-(2-thienyl)-4,5,6,7-tetrahydroindol-4-one). The yield is 30.2%. RXN SMILES: [S:1]1[CH:5]=[CH:4][CH:3]=[C:2]1[CH:6]1[CH2:11][C:10](=O)[CH2:9][C:8](=[O:13])[CH2:7]1.[NH2:14][CH2:15][CH:16](O)[CH3:17]>O1CCCC1>[CH3:17][C:16]1[C:9]2[C:8](=[O:13])[CH2:7][CH:6]([C:2]3[S:1][CH:5]=[CH:4][CH:3]=3)[CH2:11][C:10]=2[NH:14][CH:15]=1. Procedure details: A mixture of 5-thienylcyclohexane-1,3-dione (2.0 g), 3-aminopropan-2-ol (1.0 g), molecular sieves 4A (12 g) and tetrahydrofuran (30 ml) was refluxed for 12 hours and cooled, and insoluble materials were filtered off. Under reduced pressure, the solvent was evaporated, and the residue was dissolved in dimethylformamide (40 ml). To the mixture were added 2-bromomesitylene (2.1 g), tetrakistriphenylphosphine palladium (0.30 g) and potassium carbonate (2.8 g), and the mixture was stirred at 150° C. ... Reactants: CN(C)CCN, Clc1ccc2nc(NCCOc3ccccc3)ccc2c1, C1COCCO1. The product is CN(C)CCNc1ccc2nc(NCCOc3ccccc3)ccc2c1. RXN SMILES: [CH3:22][N:23]([CH2:24][CH2:25][NH2:26])[CH3:27].[Cl:1][c:2]1[cH:3][c:4]2[cH:5][cH:6][c:7]([NH:12][CH2:13][CH2:14][O:15][c:16]3[cH:17][cH:18][cH:19][cH:20][cH:21]3)[n:8][c:9]2[cH:10][cH:11]1.[O:28]1[CH2:29][CH2:30][O:31][CH2:32][CH2:33]1>>[c:2]1([NH:26][CH2:25][CH2:24][N:23]([CH3:22])[CH3:27])[cH:3][c:4]2[cH:5][cH:6][c:7]([NH:12][CH2:13][CH2:14][O:15][c:16]3[cH:17][cH:18][cH:19][cH:20][cH:21]3)[n:8][c:9]2[cH:10][cH:11]1. The reactants are Cl (hydrochloric acid), C(C1=CC=CC=C1)(C1=CC=CC=C1)=NN1C(CC(C1)C1=CC(=CC=C1)OC)=O (1-(benzhydrylidene-amino)-4-(3-methoxy-phenyl)-pyrrolidin-2-one). Solvent: O (water). Yields the product NN1C(CC(C1)C1=CC(=CC=C1)OC)=O (1-Amino-4-(3-methoxy-phenyl)-pyrrolidin-2-one). RXN SMILES: Cl.C(=[N:15][N:16]1[CH2:20][CH:19]([C:21]2[CH:26]=[CH:25][CH:24]=[C:23]([O:27][CH3:28])[CH:22]=2)[CH2:18][C:17]1=[O:29])(C1C=CC=CC=1)C1C=CC=CC=1>O>[NH2:15][N:16]1[CH2:20][CH:19]([C:21]2[CH:26]=[CH:25][CH:24]=[C:23]([O:27][CH3:28])[CH:22]=2)[CH2:18][C:17]1=[O:29]. Reported procedure: Concentrated hydrochloric acid (0.35 mL) is added to a suspension of 1-(benzhydrylidene-amino)-4-(3-methoxy-phenyl)-pyrrolidin-2-one, (0.8 g, 2.16 mmol) in water (17 mL) and refluxed for one hour. The mixture is concentrated in vacuo and water azeotroped away using ethanol and toluene. The residue is dissolved in methanol (5 mL) and loaded on SCX resin (5 g). The resin is washed with methanol and 2 M solution of ammonia in methanol. Appropriate fractions are concentrated to yield the title compo...